Task: describe an organic reaction: reactants, conditions, products, and yield. Dataset: the Open Reaction Database (ORD), a public repository of structured organic reaction records Reactants: CCOC(C)=O, COCCOC, OB(O)c1ccc(C(F)(F)F)cc1, CCOC(=O)C1(c2cc(Br)c(N)c(OCC3CC3)c2)CCCC1, O. Yields the product CCOC(=O)C1(c2cc(OCC3CC3)c(N)c(-c3ccc(C(F)(F)F)cc3)c2)CCCC1. Reaction SMILES: [CH3:37][CH2:38][O:39][C:40]([CH3:41])=[O:42].[CH3:44][O:45][CH2:46][CH2:47][O:48][CH3:49].[F:24][C:25]([c:26]1[cH:27][cH:28][c:29]([B:32]([OH:33])[OH:34])[cH:30][cH:31]1)([F:35])[F:36].[NH2:1][c:2]1[c:3]([Br:23])[cH:4][c:5]([C:13]2([C:18](=[O:19])[O:20][CH2:21][CH3:22])[CH2:14][CH2:15][CH2:16][CH2:17]2)[cH:6][c:7]1[O:8][CH2:9][CH:10]1[CH2:11][CH2:12]1.[OH2:43]>>[NH2:1][c:2]1[c:3](-[c:29]2[cH:28][cH:27][c:26]([C:25]([F:24])([F:35])[F:36])[cH:31][cH:30]2)[cH:4][c:5]([C:13]2([C:18](=[O:19])[O:20][CH2:21][CH3:22])[CH2:14][CH2:15][CH2:16][CH2:17]2)[cH:6][c:7]1[O:8][CH2:9][CH:10]1[CH2:11][CH2:12]1. Starting materials: C(C)OC1=CCC=2C=CC=C(C2C1)NC=1OC(=CN1)C (N-(7-ethoxy-5,8-dihydronaphthalen-1-yl)-5-methyl-1,3-oxazol-2-amine), C(C)OC1=CCC=2C=CC=C(C2C1)NC=1OC(=CN1)C1=CC=C(C=C1)C(F)(F)F (N-(7-ethoxy-5,8-dihydronaphthalen-1-yl)-5-[4-(trifluoromethyl)phenyl]-1,3-oxazol-2-amine). The product is CC1=CN=C(O1)NC=1C=CC=C2CCC(CC12)=O (8-[(5-methyl-1,3-oxazol-2-yl)amino]-3,4-dihydronaphthalen-2(1H)-one). Reaction SMILES: C([O:3][C:4]1[CH2:13][C:12]2[C:11]([NH:14][C:15]3[O:16][C:17]([CH3:20])=[CH:18][N:19]=3)=[CH:10][CH:9]=[CH:8][C:7]=2[CH2:6][CH:5]=1)C.C(OC1CC2C(NC3OC(C4C=CC(C(F)(F)F)=CC=4)=CN=3)=CC=CC=2CC=1)C>>[CH3:20][C:17]1[O:16][C:15]([NH:14][C:11]2[CH:10]=[CH:9][CH:8]=[C:7]3[C:12]=2[CH2:13][C:4](=[O:3])[CH2:5][CH2:6]3)=[N:19][CH:18]=1. Reported procedure: The title compound was prepared using the procedure as described in Example 1I, substituting the product of Example 13B for the product of Example 1H.